From a dataset of the Open Reaction Database (ORD), a public repository of structured organic reaction records. describe an organic reaction: reactants, conditions, products, and yield Starting materials: C1(=CC=CC=C1)CC1=CC=CC=C1 (diphenylmethane), O (water), S(=O)=O (sulfur dioxide), C1(=CC=CC=C1)NC1=CC=CC=C1 (diphenylamine). Run in CCOCC (ether). Product: C(C1=CC=CC=C1)(=O)C1=CC=CC=C1 (benzophenone). Yield: 95.0%. As a reaction SMILES: [C:1]1([CH2:7][C:8]2[CH:13]=[CH:12][CH:11]=[CH:10][CH:9]=2)[CH:6]=[CH:5][CH:4]=[CH:3][CH:2]=1.O.S(=O)=[O:16].C1(NC2C=CC=CC=2)C=CC=CC=1>CCOCC>[C:7]([C:8]1[CH:9]=[CH:10][CH:11]=[CH:12][CH:13]=1)(=[O:16])[C:1]1[CH:6]=[CH:5][CH:4]=[CH:3][CH:2]=1. Procedure details: Ten millimoles of diphenylmethane was heated at 400° C. for 1 hour with 1.35 ml of water saturated with sulfur dioxide in the microreactor described in Comparative Examples 1 to 10. After cooling, the product was entracted with ether. The ether layer was dried (Na2So4) and concentrated to yield 95% of benzophenone and 5% of diphenylamine. Colloidal sulfur was observed in the aqueous layer. The product is CCCC(COC)Oc1c(C)nn2c(-c3ccc(Cl)cc3Cl)c(C)oc12. Starting materials: C1CCOC1, CI, [Cl-], CCCC(CO)Oc1c(C)nn2c(-c3ccc(Cl)cc3Cl)c(C)oc12, [H-], [NH4+], [Na+]. RXN SMILES: [CH2:32]1[O:33][CH2:34][CH2:35][CH2:36]1.[CH3:28][I:29].[Cl-:30].[Cl:1][c:2]1[c:3](-[c:9]2[n:10]3[c:11]([o:12][c:13]2[CH3:14])[c:15]([O:19][CH:20]([CH2:21][OH:22])[CH2:23][CH2:24][CH3:25])[c:16]([CH3:18])[n:17]3)[cH:4][cH:5][c:6]([Cl:8])[cH:7]1.[H-:27].[NH4+:31].[Na+:26]>>[Cl:1][c:2]1[c:3](-[c:9]2[n:10]3[c:11]([o:12][c:13]2[CH3:14])[c:15]([O:19][CH:20]([CH2:21][O:22][CH3:28])[CH2:23][CH2:24][CH3:25])[c:16]([CH3:18])[n:17]3)[cH:4][cH:5][c:6]([Cl:8])[cH:7]1. Procedure details: 4.1 g 1-[5-(5-Chloro-thiophen-2-yl)-isoxazol-3-ylmethyl]-1H-indole-2,4-dicarboxylic acid 2-tert-butyl ester 4-methyl ester were dissolved in 100 ml trifluoro-acetic acid and stirred for 1 h at RT. Then 100 ml toluene was added and the solvents were removed under reduced pressure. This procedure was repeated three times, then the residue was dried in vacuo. Conditions: time 1 hour. Run in FC(C(=O)O)(F)F (trifluoro-acetic acid). Reactants: COC(=O)C=1C=2C=C(N(C2C=CC1)CC1=NOC(=C1)C=1SC(=CC1)Cl)C(=O)OC(C)(C)C (1-[5-(5-Chloro-thiophen-2-yl)-isoxazol-3-ylmethyl]-1H-indole-2,4-dicarboxylic acid 2-tert-butyl ester 4-methyl ester), C1(=CC=CC=C1)C (toluene). RXN SMILES: [CH3:1][O:2][C:3]([C:5]1[C:6]2[CH:7]=[C:8]([C:26]([O:28]C(C)(C)C)=[O:27])[N:9]([CH2:14][C:15]3[CH:19]=[C:18]([C:20]4[S:21][C:22]([Cl:25])=[CH:23][CH:24]=4)[O:17][N:16]=3)[C:10]=2[CH:11]=[CH:12][CH:13]=1)=[O:4].C1(C)C=CC=CC=1>FC(F)(F)C(O)=O>[CH3:1][O:2][C:3]([C:5]1[C:6]2[CH:7]=[C:8]([C:26]([OH:28])=[O:27])[N:9]([CH2:14][C:15]3[CH:19]=[C:18]([C:20]4[S:21][C:22]([Cl:25])=[CH:23][CH:24]=4)[O:17][N:16]=3)[C:10]=2[CH:11]=[CH:12][CH:13]=1)=[O:4]. Yields the product COC(=O)C=1C=2C=C(N(C2C=CC1)CC1=NOC(=C1)C=1SC(=CC1)Cl)C(=O)O (1-[5-(5-Chloro-thiophen-2-yl)-isoxazol-3-ylmethyl]-1H-indole-2,4-dicarboxylic acid 4-methyl ester). The reactants are ClCCl, O=[N+]([O-])c1ccccc1CS(=O)(=O)Cl, CC(C)CNNC(=O)C(CC(C)C)C(CC=Cc1ccccc1)C(=O)NOC1CCCCO1, c1ccncc1. The product is CC(C)CC(C(=O)NN(CC(C)C)S(=O)(=O)Cc1ccccc1[N+](=O)[O-])C(CC=Cc1ccccc1)C(=O)NOC1CCCCO1. RXN SMILES: [Cl:54][CH2:55][Cl:56].[N+:34](=[O:35])([O-:36])[c:37]1[c:38]([CH2:43][S:44](=[O:45])(=[O:46])[Cl:47])[cH:39][cH:40][cH:41][cH:42]1.[O:1]1[CH:2]([O:7][NH:8][C:9](=[O:10])[CH:11]([CH2:12][CH:13]=[CH:14][c:15]2[cH:16][cH:17][cH:18][cH:19][cH:20]2)[CH:21]([C:22](=[O:23])[NH:24][NH:25][CH2:26][CH:27]([CH3:28])[CH3:29])[CH2:30][CH:31]([CH3:32])[CH3:33])[CH2:3][CH2:4][CH2:5][CH2:6]1.[cH:48]1[cH:49][cH:50][n:51][cH:52][cH:53]1>>[O:1]1[CH:2]([O:7][NH:8][C:9](=[O:10])[CH:11]([CH2:12][CH:13]=[CH:14][c:15]2[cH:16][cH:17][cH:18][cH:19][cH:20]2)[CH:21]([C:22](=[O:23])[NH:24][N:25]([CH2:26][CH:27]([CH3:28])[CH3:29])[S:44]([CH2:43][c:38]2[c:37]([N+:34](=[O:35])[O-:36])[cH:42][cH:41][cH:40][cH:39]2)(=[O:45])=[O:46])[CH2:30][CH:31]([CH3:32])[CH3:33])[CH2:3][CH2:4][CH2:5][CH2:6]1. Run at time 3.5 hour. The reactants are N(=[N+]=[N-])CC(=O)C=1C=C2CC(NC2=CC1)=O (5-(2-azidoacetyl)indolin-2-one), O (H2O), C(C1=CC=CC=C1)(=O)Cl (benzoyl chloride), CCN(C(C)C)C(C)C (iPr2NEt). Isolated yield 23.0%. Solvent: CN(C)C=O (DMF), CCOC(=O)C (EtOAc). Procedure: To a solution of 5-(2-azidoacetyl)indolin-2-one (0.20 g, 1.1 mmol) in DMF (5 ml) was added 10% Pd—C (0.20 g), and the mixture was stirred for 3.5 h at room temperature under H2 atmosphere. The mixture was passed through Celite. To the filtrate was added benzoyl chloride (0.12 ml, 1.1 mmol) and iPr2NEt (0.36 ml, 2.2 mmol), and the reaction mixture was stirred for 1 h at 0° C. H2O and EtOAc were added to the mixture, and insoluble solid was removed by filtration. The filtrate was separated and the... Reaction SMILES: [N:1]([CH2:4][C:5]([C:7]1[CH:8]=[C:9]2[C:13](=[CH:14][CH:15]=1)[NH:12][C:11](=[O:16])[CH2:10]2)=[O:6])=[N+]=[N-].[C:17](Cl)(=O)[C:18]1[CH:23]=[CH:22][CH:21]=[CH:20][CH:19]=1.CCN(C(C)C)C(C)C.O>CN(C=O)C.[Pd].CCOC(C)=O>[C:18]1([C:17]2[O:6][C:5]([C:7]3[CH:8]=[C:9]4[C:13](=[CH:14][CH:15]=3)[NH:12][C:11](=[O:16])[CH2:10]4)=[CH:4][N:1]=2)[CH:23]=[CH:22][CH:21]=[CH:20][CH:19]=1. Reagents/catalysts: [Pd] (Pd—C). Product: C1(=CC=CC=C1)C=1OC(=CN1)C=1C=C2CC(NC2=CC1)=O (5-(2-phenyloxazol-5-yl)indolin-2-one). The reactants are CN(c1cccc2cc(C(=O)NCC3(SCc4ccccc4)CCC4(CC3)OCCO4)[nH]c12)S(=O)(=O)c1cccs1, CC(=O)O, O. Product: CN(c1cccc2cc(C(=O)NCC3(SCc4ccccc4)CCC(=O)CC3)[nH]c12)S(=O)(=O)c1cccs1. RXN SMILES: [CH2:1]([c:2]1[cH:3][cH:4][cH:5][cH:6][cH:7]1)[S:8][C:9]1([CH2:19][NH:20][C:21](=[O:22])[c:23]2[nH:24][c:25]3[c:26]([N:32]([S:33](=[O:34])(=[O:35])[c:36]4[s:37][cH:38][cH:39][cH:40]4)[CH3:41])[cH:27][cH:28][cH:29][c:30]3[cH:31]2)[CH2:10][CH2:11][C:12]2([O:13][CH2:16][CH2:15][O:14]2)[CH2:17][CH2:18]1.[CH3:42][C:43](=[O:44])[OH:45].[OH2:46]>>[CH2:1]([c:2]1[cH:3][cH:4][cH:5][cH:6][cH:7]1)[S:8][C:9]1([CH2:19][NH:20][C:21](=[O:22])[c:23]2[nH:24][c:25]3[c:26]([N:32]([S:33](=[O:34])(=[O:35])[c:36]4[s:37][cH:38][cH:39][cH:40]4)[CH3:41])[cH:27][cH:28][cH:29][c:30]3[cH:31]2)[CH2:10][CH2:11][C:12](=[O:13])[CH2:17][CH2:18]1. The reactants are stainless steel, ClC1=NC=C(C=C1)CCl (2-chloro-5-(chloromethyl)pyridine), N (ammonia), C(C)#N (acetonitrile). The solvent is [OH-].[Na+] (sodium hydroxide). Reaction conditions: temperature 80 celsius, time 2 hour. Yields the product NCC=1C=CC(=NC1)Cl (5-(aminomethyl)-2-chloropyridine). RXN SMILES: [Cl:1][C:2]1[CH:7]=[CH:6][C:5]([CH2:8]Cl)=[CH:4][N:3]=1.N.C(#[N:13])C>[OH-].[Na+]>[NH2:13][CH2:8][C:5]1[CH:6]=[CH:7][C:2]([Cl:1])=[N:3][CH:4]=1 |f:3.4|. Procedure details: A stainless steel autoclave was charged with 14.99 g of 2-chloro-5-(chloromethyl)pyridine, 63.01 g of 25% aqueous ammonia and 60 ml of acetonitrile and the mixture was stirred on an oil bath at 80° C. for 2 hours. The reaction mixture was diluted with 12.3 g of 30% aqueous sodium hydroxide solution and concentrated. The residue was diluted with 200 ml of ethanol, dried over anhydrous magnesium sulfate and filtered to remove the insolubles. Finally, the filtrate was concentrated and purified by c...